This data is from the Open Reaction Database (ORD), a public repository of structured organic reaction records. The task is: describe an organic reaction: reactants, conditions, products, and yield Reactants: N (Ammonia), C(CC(=O)C)(=O)OCCC (n-propyl acetoacetate). The solvent is C(C)OCC (diethyl ether). Yields the product N=C(CC(=O)OCCC)C (n-propyl 3-iminobutyrate). RXN SMILES: [NH3:1].[C:2]([O:8][CH2:9][CH2:10][CH3:11])(=[O:7])[CH2:3][C:4]([CH3:6])=O>C(OCC)C>[NH:1]=[C:4]([CH3:6])[CH2:3][C:2]([O:8][CH2:9][CH2:10][CH3:11])=[O:7]. Procedure details: Ammonia gas was passed into a stirred solution of n-propyl acetoacetate (prepared by the method of Fisher, J.A.C.S., 1934, 56, 1766; 72 g.) in diethyl ether (100 ml.) at ambient temperature for 20 hours. The solution was then dried over sodium sulphate, filtered and distilled under reduced pressure to give n-propyl 3-iminobutyrate (18.2 g.), b.p. 114°-118° C./20 mm Hg.